From a dataset of the Open Reaction Database (ORD), a public repository of structured organic reaction records. describe an organic reaction: reactants, conditions, products, and yield Reactants: BrN1C(CCC1=O)=O (N-Bromosuccinimide), C[C@@H]1CN(C[C@@H](O1)C)C1=NC=CC(=C1)C1=C(OC=C1)C (cis-2,6-dimethyl-4-[4-(2-methyl-3-furanyl)-2-pyridinyl]morpholine). Solvent: C(Cl)(Cl)Cl (chloroform). Conditions: temperature 0 celsius, time 1 hour. Yields the product BrC=1C(=CC(=NC1)N1C[C@H](O[C@H](C1)C)C)C1=C(OC=C1)C (cis-4-[5-Bromo-4-(2-methyl-3-furanyl)-2-pyridinyl]-2,6-dimethylmorpholine). As a reaction SMILES: [Br:1]N1C(=O)CCC1=O.[CH3:9][C@H:10]1[O:15][C@@H:14]([CH3:16])[CH2:13][N:12]([C:17]2[CH:22]=[C:21]([C:23]3[CH:27]=[CH:26][O:25][C:24]=3[CH3:28])[CH:20]=[CH:19][N:18]=2)[CH2:11]1>C(Cl)(Cl)Cl>[Br:1][C:20]1[C:21]([C:23]2[CH:27]=[CH:26][O:25][C:24]=2[CH3:28])=[CH:22][C:17]([N:12]2[CH2:11][C@H:10]([CH3:9])[O:15][C@H:14]([CH3:16])[CH2:13]2)=[N:18][CH:19]=1. Procedure details: N-Bromosuccinimide (133 mg, 0.749 mmol) was added portionwise to a solution of cis-2,6-dimethyl-4-[4-(2-methyl-3-furanyl)-2-pyridinyl]morpholine (204 mg, 0.749 mmol) in chloroform (6 mL) at 0° C. The reaction was stirred at 0° C. for 1 hour. Crude LC/MS showed desired product can be seen and no starting material left, so the reaction mixture was diluted with ethyl acetate and washed with water, brine, water and brine. The organic layer was dried (sodium sulfate), filtered and concentrated under ... Starting materials: FC(C=1C=C(CN(C(OC)=O)CC2=C(C=CC(=C2)C(F)(F)F)I)C=C(C1)C(F)(F)F)(F)F (methyl [3,5-bis(trifluoromethyl)benzyl](2-iodo-5-trifluoromethyl-benzyl)carbamate), C(#N)C1=C(C=CC=C1)B(O)O (2-cyanophenylboronic acid), [F-].[K+] (potassium fluoride), C1(CCCCC1)P(C1=C(C=CC=C1)C1=CC=CC=C1)C1CCCCC1 (2-dicyclohexylphosphino(biphenyl)). Reagents/catalysts: C(C)(=O)[O-].[Pd+2].C(C)(=O)[O-] (palladium acetate). Run in O1CCOCC1 (dioxane). Yields the product FC(C=1C=C(CN(C(OC)=O)CC2=C(C=CC(=C2)C(F)(F)F)C2=C(C=CC=C2)C#N)C=C(C1)C(F)(F)F)(F)F (Methyl [3,5-bis(trifluoromethyl)benzyl]{[2′-cyano-4-(trifluoromethyl)biphenyl-2-yl]methyl}carbamate). As a reaction SMILES: [F:1][C:2]([F:32])([F:31])[C:3]1[CH:4]=[C:5]([CH:24]=[C:25]([C:27]([F:30])([F:29])[F:28])[CH:26]=1)[CH2:6][N:7]([CH2:12][C:13]1[CH:18]=[C:17]([C:19]([F:22])([F:21])[F:20])[CH:16]=[CH:15][C:14]=1I)[C:8](=[O:11])[O:9][CH3:10].[C:33]([C:35]1[CH:40]=[CH:39][CH:38]=[CH:37][C:36]=1B(O)O)#[N:34].[F-].[K+].C1(P(C2CCCCC2)C2C=CC=CC=2C2C=CC=CC=2)CCCCC1>O1CCOCC1.C([O-])(=O)C.[Pd+2].C([O-])(=O)C>[F:1][C:2]([F:32])([F:31])[C:3]1[CH:4]=[C:5]([CH:24]=[C:25]([C:27]([F:30])([F:29])[F:28])[CH:26]=1)[CH2:6][N:7]([CH2:12][C:13]1[CH:18]=[C:17]([C:19]([F:22])([F:21])[F:20])[CH:16]=[CH:15][C:14]=1[C:36]1[CH:37]=[CH:38][CH:39]=[CH:40][C:35]=1[C:33]#[N:34])[C:8](=[O:11])[O:9][CH3:10] |f:2.3,6.7.8|. Procedure details: A mixture of methyl [3,5-bis(trifluoromethyl)benzyl](2-iodo-5-trifluoromethyl-benzyl)carbamate (29 mg, 0.050 mmol), 2-cyanophenylboronic acid (10.9 mg, 0.074 mmol), potassium fluoride (8.7 mg, 0.149 mmol), 2-dicyclohexylphosphino(biphenyl) ligand (0.7 mg, 0.002 mmol) and a catalytic amount of palladium acetate was stirred in dioxane overnight at 80° C. The title compound was obtained by preparative thin layer chromatography using 20% EtOAc/hexane. 1H NMR (CDCl3, 600 MHz) δ 7.74 (m, 2H), 7.68 (d,... The reactants are C1(CCCCC1)SCC1=CC(NC2=CC=C(C=C12)C1=C(C=CC=C1)OC)(C)C (4-Cyclohexylsulfanylmethyl-6-(2-methoxyphenyl)-2,2-dimethyl-1,2-dihydroquinoline), BrCC1=CC(NC2=CC=C(C=C12)C1=C(C=CC=C1)OC)(C)C (4-bromomethyl-6-(2-methoxyphenyl)-2,2-dimethyl-1,2-dihydroquinoline), C([O-])([O-])=O.[K+].[K+] (potassium carbonate), C1(CCCCC1)S (cyclohexylmercaptan). Yields the product COC1=C(C=CC=C1)C=1C=C2C(=CC(NC2=CC1)(C)C)CNC1=CC=CC=C1 ([6-(2-methoxyphenyl)-2,2-dimethyl-1,2-dihydroquinolin-4-ylmethyl]phenylamine). RXN SMILES: C1(SCC2[C:18]3[C:13](=[CH:14][CH:15]=[C:16](C4C=CC=CC=4OC)[CH:17]=3)[NH:12]C(C)(C)C=2)CCCCC1.Br[CH2:30][C:31]1[C:40]2[C:35](=[CH:36][CH:37]=[C:38]([C:41]3[CH:46]=[CH:45][CH:44]=[CH:43][C:42]=3[O:47][CH3:48])[CH:39]=2)[NH:34][C:33]([CH3:50])([CH3:49])[CH:32]=1.C(=O)([O-])[O-].[K+].[K+].C1(S)CCCCC1>>[CH3:48][O:47][C:42]1[CH:43]=[CH:44][CH:45]=[CH:46][C:41]=1[C:38]1[CH:39]=[C:40]2[C:35](=[CH:36][CH:37]=1)[NH:34][C:33]([CH3:50])([CH3:49])[CH:32]=[C:31]2[CH2:30][NH:12][C:13]1[CH:18]=[CH:17][CH:16]=[CH:15][CH:14]=1 |f:2.3.4|. Procedure details: 4-Cyclohexylsulfanylmethyl-6-(2-methoxyphenyl)-2,2-dimethyl-1,2-dihydroquinoline 60 mg of 4-bromomethyl-6-(2-methoxyphenyl)-2,2-dimethyl-1,2-dihydroquinoline, 46 mg of potassium carbonate, and 27 μL of cyclohexylmercaptan reacted to give 5 mg of the title compound as an oil.